From a dataset of the Open Reaction Database (ORD), a public repository of structured organic reaction records. describe an organic reaction: reactants, conditions, products, and yield The reactants are [OH-].[Na+] (sodium hydroxide), COC(=O)C1=NC(=NC(=C1Cl)N)C1=C(C(=C(C=C1)Cl)OC)F (6-Amino-5-chloro-2-(4-chloro-2-fluoro-3-methoxyphenyl)-pyrimidine-4-carboxylic acid methyl ester), Cl (HCl). Solvent: CO (methanol). Conditions: time 2 hour. Product: NC1=C(C(=NC(=N1)C1=C(C(=C(C=C1)Cl)OC)F)C(=O)O)Cl (6-amino-5-chloro-2-(4-chloro-2-fluoro-3-methoxyphenyl)pyrimidine-4-carboxylic acid). Yield: 66.9%. As a reaction SMILES: C[O:2][C:3]([C:5]1[C:10]([Cl:11])=[C:9]([NH2:12])[N:8]=[C:7]([C:13]2[CH:18]=[CH:17][C:16]([Cl:19])=[C:15]([O:20][CH3:21])[C:14]=2[F:22])[N:6]=1)=[O:4].[OH-].[Na+].Cl>CO>[NH2:12][C:9]1[N:8]=[C:7]([C:13]2[CH:18]=[CH:17][C:16]([Cl:19])=[C:15]([O:20][CH3:21])[C:14]=2[F:22])[N:6]=[C:5]([C:3]([OH:4])=[O:2])[C:10]=1[Cl:11] |f:1.2|. Procedure: 6-Amino-5-chloro-2-(4-chloro-2-fluoro-3-methoxyphenyl)-pyrimidine-4-carboxylic acid methyl ester (156 mg, 0.45 mmol) was dissolved in 15 mL methanol and 1 mL of 2N sodium hydroxide (2 mmol) was added. The reaction mixture was stirred at room temperature for 2 hours and then acidified with a slight excess of 2N HCl. The resulting solution was concentrated under a nitrogen stream and several crops of crystals were collected during this process yielding 6-amino-5-chloro-2-(4-chloro-2-fluoro-3-metho...